Dataset: the Open Reaction Database (ORD), a public repository of structured organic reaction records. Task: describe an organic reaction: reactants, conditions, products, and yield Reactants: NC1=C(C=C(C=C1OC)Br)CO ((2-amino-5-bromo-3-methoxyphenyl)methanol). The reagents and catalysts are [O-2].[O-2].[Mn+4] (manganese dioxide). The solvent is C(Cl)(Cl)Cl (chloroform). Run at time 16 hour. The product is NC1=C(C=O)C=C(C=C1OC)Br (2-amino-5-bromo-3-methoxybenzaldehyde). RXN SMILES: [NH2:1][C:2]1[C:7]([O:8][CH3:9])=[CH:6][C:5]([Br:10])=[CH:4][C:3]=1[CH2:11][OH:12]>[O-2].[O-2].[Mn+4].C(Cl)(Cl)Cl>[NH2:1][C:2]1[C:7]([O:8][CH3:9])=[CH:6][C:5]([Br:10])=[CH:4][C:3]=1[CH:11]=[O:12] |f:1.2.3|. Procedure details: To a 0.15 M chloroform solution of (2-amino-5-bromo-3-methoxyphenyl)methanol (10.16 g, 43.96 mmol) was added manganese dioxide (19.9 g, 280.5 mmol). The mixture was stirred under argon at room temperature for 16 hours. The resulting mixture was filtered through celite and washed with dichloromethane. The filtrate was concentrated to dryness and used in next step. ES/MS m/z 228/230 (MH+). The reactants are C1(CCCCC1)N(C(NC=1SC(=CN1)S(=O)(=O)NCC(=O)O)=O)C1CCCCC1 ([2-(3,3-dicyclohexyl-ureido)-thiazole-5-sulfonylamino]-acetic acid), C1(CCCC1)N(C(=O)NC=1SC=CN1)C1CCCC1 (1,1-Dicyclopentyl-3-thiazol-2-yl-urea), C(C)OC(CNS(=O)(=O)C1=CN=C(S1)N)=O ((2-amino-thiazole-5-sulfonylamino)-acetic acid ethyl ester). The product is C(C)(=O)N1CCC(CC1)N(C(NC=1SC(=CN1)S(=O)(=O)NCC(=O)O)=O)C1CCCCC1 ({2-[3-(1-Acetyl-piperidin-4-yl)-3-cyclohexyl-ureido]-thiazole-5-sulfonylamino}-acetic acid). RXN SMILES: [CH:1]1([N:7]([CH:24]2[CH2:29][CH2:28][CH2:27][CH2:26][CH2:25]2)[C:8](=[O:23])[NH:9][C:10]2[S:11][C:12]([S:15]([NH:18][CH2:19][C:20]([OH:22])=[O:21])(=[O:17])=[O:16])=[CH:13][N:14]=2)[CH2:6][CH2:5]CC[CH2:2]1.[CH:30]1([N:35](C2CCCC2)[C:36](NC2SC=CN=2)=[O:37])CCCC1.[CH2:49](OC(=O)CNS(C1SC(N)=NC=1)(=O)=O)C>>[C:36]([N:35]1[CH2:30][CH2:2][CH:1]([N:7]([CH:24]2[CH2:29][CH2:28][CH2:27][CH2:26][CH2:25]2)[C:8](=[O:23])[NH:9][C:10]2[S:11][C:12]([S:15]([NH:18][CH2:19][C:20]([OH:22])=[O:21])(=[O:16])=[O:17])=[CH:13][N:14]=2)[CH2:6][CH2:5]1)(=[O:37])[CH3:49]. Procedure: Prepared in a similar manner to [2-(3,3-dicyclohexyl-ureido)-thiazole-5-sulfonylamino]-acetic acid via 1-(4-cyclohexylamino-piperidin-1-yl)-ethanone (General procedure 1) and (2-amino-thiazole-5-sulfonylamino)-acetic acid ethyl ester to give the title compound.